From a dataset of the Open Reaction Database (ORD), a public repository of structured organic reaction records. describe an organic reaction: reactants, conditions, products, and yield The reactants are C(=O)(O)C=1C=C(C2=C(N(C(=N2)CCC)CC2=CC3=C(\C(\C4=C(CC3)C=CC=C4)=C\C#N)C=C2)C1)C ((E)-[2-(6-Carboxy-4-methyl-2-propylbenzimidazol-1-yl)methyl-10,11-dihydro-5H-dibenzo[a,d]cyclohepten-5-ylidene]acetonitrile), N,N′-carbonyldiimidazole, O.NN (hydrazine monohydrate). The solvent is ClCCl (dichloromethane). Run at time 20 minute. The product is CC1=CC(=CC=2N(C(=NC21)CCC)CC2=CC1=C(\C(\C3=C(CC1)C=CC=C3)=C\C#N)C=C2)C(=O)NN ((E)-{2-[4-methyl-6-(hydrazinocarbonyl)-2-propylbenzimidazol-1-yl]methyl-10,11-dihydro-5H-dibenzo[a,d]cyclohepten-5-ylidene}acetonitrile). The yield is 87.7%. As a reaction SMILES: [C:1]([C:4]1[CH:5]=[C:6]([CH3:35])[C:7]2[N:11]=[C:10]([CH2:12][CH2:13][CH3:14])[N:9]([CH2:15][C:16]3[CH:33]=[CH:32][C:19]4/[C:20](=[CH:29]/[C:30]#[N:31])/[C:21]5[CH:28]=[CH:27][CH:26]=[CH:25][C:22]=5[CH2:23][CH2:24][C:18]=4[CH:17]=3)[C:8]=2[CH:34]=1)(O)=O.[OH2:36].[NH2:37][NH2:38]>ClCCl>[CH3:35][C:6]1[C:7]2[N:11]=[C:10]([CH2:12][CH2:13][CH3:14])[N:9]([CH2:15][C:16]3[CH:33]=[CH:32][C:19]4/[C:20](=[CH:29]/[C:30]#[N:31])/[C:21]5[CH:28]=[CH:27][CH:26]=[CH:25][C:22]=5[CH2:23][CH2:24][C:18]=4[CH:17]=3)[C:8]=2[CH:34]=[C:4]([C:1]([NH:37][NH2:38])=[O:36])[CH:5]=1 |f:1.2|. Reported procedure: [step 1] (E)-[2-(6-Carboxy-4-methyl-2-propylbenzimidazol-1-yl)methyl-10,11-dihydro-5H-dibenzo[a,d]cyclohepten-5-ylidene]acetonitrile (274 mg, 0.59 mmol) obtained in Reference Example B8 was dissolved in dichloromethane (1 mL), N,N′-carbonyldiimidazole (CDI) (107 mg, 0.66 mmol) was added, and the mixture was stirred at room temperature for 20 min. To this mixture was added hydrazine monohydrate (89 mg, 1.77 mmol), and the mixture was stirred at room temperature for 3 hr. The mixture was concentra... As a reaction SMILES: [C:1]1([CH2:7][CH2:8][N:9]([CH2:21][C:22]2[CH:27]=[CH:26][C:25]([CH2:28][OH:29])=[CH:24][CH:23]=2)[C:10]2[S:11][CH:12]=[C:13]([C:15]3[CH:20]=[CH:19][CH:18]=[CH:17][CH:16]=3)[N:14]=2)[CH:6]=[CH:5][CH:4]=[CH:3][CH:2]=1.[F:30][C:31]1[CH:36]=[C:35](O)[CH:34]=[C:33]([F:38])[C:32]=1[CH2:39][CH2:40][C:41]([O:43][CH2:44][CH3:45])=[O:42].C(P(CCCC)CCCC)CCC.N(C(N1CCCCC1)=O)=NC(N1CCCCC1)=O>O1CCCC1>[F:30][C:31]1[CH:36]=[C:35]([O:29][CH2:28][C:25]2[CH:24]=[CH:23][C:22]([CH2:21][N:9]([CH2:8][CH2:7][C:1]3[CH:6]=[CH:5][CH:4]=[CH:3][CH:2]=3)[C:10]3[S:11][CH:12]=[C:13]([C:15]4[CH:20]=[CH:19][CH:18]=[CH:17][CH:16]=4)[N:14]=3)=[CH:27][CH:26]=2)[CH:34]=[C:33]([F:38])[C:32]=1[CH2:39][CH2:40][C:41]([O:43][CH2:44][CH3:45])=[O:42]. Reported procedure: That is, to a solution of [4-[[(2-phenylethyl)(4-phenyl-1,3-thiazol-2-yl)amino]methyl]phenyl]methanol (350 mg, 0.87 mmol), ethyl 3-(2,6-difluoro-4-hydroxyphenyl)propanoate (200 mg, 0.87 mmol) and tributylphosphine (0.31 mL, 1.24 mmol) in tetrahydrofuran (30 mL) was added 1,1′-(azodicarbonyl)dipiperidine (320 mg, 1.27 mmol), and the mixture was stirred at room temperature for 18 hr. The insoluble materials were filtered off and the filtrate was concentrated. The residue was purified by silica gel... Yield: 56.3%. Solvent: O1CCCC1 (tetrahydrofuran). Run at time 18 hour. Product: FC1=C(C(=CC(=C1)OCC1=CC=C(C=C1)CN(C=1SC=C(N1)C1=CC=CC=C1)CCC1=CC=CC=C1)F)CCC(=O)OCC (ethyl 3-[2,6-difluoro-4-[[4-[[(2-phenylethyl)(4-phenyl-1,3-thiazol-2-yl)amino]methyl]benzyl]oxy]phenyl]-propanoate). Starting materials: C1(=CC=CC=C1)CCN(C=1SC=C(N1)C1=CC=CC=C1)CC1=CC=C(C=C1)CO ([4-[[(2-phenylethyl)(4-phenyl-1,3-thiazol-2-yl)amino]methyl]phenyl]methanol), N(=NC(=O)N1CCCCC1)C(=O)N1CCCCC1 (1,1′-(azodicarbonyl)dipiperidine), FC1=C(C(=CC(=C1)O)F)CCC(=O)OCC (ethyl 3-(2,6-difluoro-4-hydroxyphenyl)propanoate), C(CCC)P(CCCC)CCCC (tributylphosphine). The product is OCCCNC(=O)NC1=C(C(=NS1)C1=CC=C(C=C1)[N+](=O)[O-])C(=O)N (5-({[(3-Hydroxypropyl)amino]carbonyl}amino)-3-(4-nitrophenyl)isothiazole-4-carboxamide). RXN SMILES: [BH4-].[Na+].[NH2:3][C:4]([C:6]1[C:7]([C:21]2[CH:26]=[CH:25][C:24]([N+:27]([O-:29])=[O:28])=[CH:23][CH:22]=2)=[N:8][S:9][C:10]=1[NH:11][C:12]([NH:14][CH2:15][CH2:16][C:17](OC)=[O:18])=[O:13])=[O:5].CO>O1CCCC1>[OH:18][CH2:17][CH2:16][CH2:15][NH:14][C:12]([NH:11][C:10]1[S:9][N:8]=[C:7]([C:21]2[CH:26]=[CH:25][C:24]([N+:27]([O-:29])=[O:28])=[CH:23][CH:22]=2)[C:6]=1[C:4]([NH2:3])=[O:5])=[O:13] |f:0.1|. Isolated yield 80.9%. The solvent is O1CCCC1 (tetrahydrofuran). The reactants are [BH4-].[Na+] (Sodium borohydride), NC(=O)C=1C(=NSC1NC(=O)NCCC(=O)OC)C1=CC=C(C=C1)[N+](=O)[O-] (methyl 3-[({[4-(aminocarbonyl)-3-(4-nitrophenyl)isothiazol-5-yl]amino}carbonyl)amino]propanoate), CO (Methanol). Reported procedure: Sodium borohydride (24.0 g 0.636 mol) was added to a solution of methyl 3-[({[4-(aminocarbonyl)-3-(4-nitrophenyl)isothiazol-5-yl]amino}carbonyl)amino]propanoate (25.0 g, 0.0636 mol) in tetrahydrofuran (1200 mL). The resulting suspension was heated to reflux. Methanol (200 mL) was added drop wise over 1 hr. and the reaction was refluxed for 1 hr. The reaction mixture was cooled to ambient temperature and solvent concentrated in vacuo. The residue taken in EtOAc (600 mL) and washed with water, 2 N...